The task is: describe an organic reaction: reactants, conditions, products, and yield. This data is from the Open Reaction Database (ORD), a public repository of structured organic reaction records. The reactants are [N+](=O)(O)[O-] (HNO3), ice, C(Cl)(Cl)Cl (CHCl3), O (H2O), C(CC(C)C)OC1=C(C=CC=C1)OCCC(C)C (o-diisoamyloxybenzene). Solvent: C(Cl)(Cl)(Cl)Cl (CCl4). Reaction conditions: time 60 minute. Yields the product C(CC(C)C)OC=1C=C(C=CC1OCCC(C)C)[N+](=O)[O-] (3,4-Diisoamyloxynitrobenzene). As a reaction SMILES: [N+:1]([O-:4])(O)=[O:2].O.[CH2:6]([O:11][C:12]1[CH:17]=[CH:16][CH:15]=[CH:14][C:13]=1[O:18][CH2:19][CH2:20][CH:21]([CH3:23])[CH3:22])[CH2:7][CH:8]([CH3:10])[CH3:9].C(Cl)(Cl)Cl>C(Cl)(Cl)(Cl)Cl>[CH2:19]([O:18][C:13]1[CH:14]=[C:15]([N+:1]([O-:4])=[O:2])[CH:16]=[CH:17][C:12]=1[O:11][CH2:6][CH2:7][CH:8]([CH3:10])[CH3:9])[CH2:20][CH:21]([CH3:23])[CH3:22]. Procedure details: To a mixture of 300 ml. of conc. HNO3 and 300 ml. of H2O was added dropwise 90 g. (0.36 m.) of o-diisoamyloxybenzene while maintaining a temperature of 19°-21°C. Stirring was continued for an additional 60 minutes at 19°-21°C, then the solution was poured into 3 liters of ice. The crude product was collected by filtration, washed with cold H2O and airdried to give 90 g. It was recrystallized from 300 ml. of MeOH to give 25.5 g. A chromatographic column, 32 inches long with O.D. 3/4 inch, was pac...